From a dataset of the Open Reaction Database (ORD), a public repository of structured organic reaction records. describe an organic reaction: reactants, conditions, products, and yield Reactants: C1(CCCCC1)N1CCNCC1 (1-cyclohexylpiperazine), CS(=O)(=O)OCC[C@]1(CN(CC1)C(CC1=C(C=CC=C1F)Cl)=O)C1=CC(=C(C=C1)Cl)Cl.C(C)#N (acetonitrile (S)-3-(2-methanesulfonyloxyethyl)-3-(3,4-dichlorophenyl)-1-[(2-chloro-6-fluorophenyl)acetyl]pyrrolidine). The product is ClC=1C=C(C=CC1Cl)[C@]1(CN(CC1)C(CC1=C(C=CC=C1F)Cl)=O)CCN1CCN(CC1)C1CCCCC1 ((S)-3-(3,4-dichlorophenyl)-1-[(2-chloro-6-fluorophenyl)acetyl]-3-[2-(4-cyclohexylpiperazin-1-yl)ethyl]pyrrolidine). RXN SMILES: [CH:1]1([N:7]2[CH2:12][CH2:11][NH:10][CH2:9][CH2:8]2)[CH2:6][CH2:5][CH2:4][CH2:3][CH2:2]1.CS(O[CH2:18][CH2:19][C@:20]1([C:36]2[CH:41]=[CH:40][C:39]([Cl:42])=[C:38]([Cl:43])[CH:37]=2)[CH2:24][CH2:23][N:22]([C:25](=[O:35])[CH2:26][C:27]2[C:32]([F:33])=[CH:31][CH:30]=[CH:29][C:28]=2[Cl:34])[CH2:21]1)(=O)=O.C(#N)C>>[Cl:43][C:38]1[CH:37]=[C:36]([C@:20]2([CH2:19][CH2:18][N:10]3[CH2:11][CH2:12][N:7]([CH:1]4[CH2:6][CH2:5][CH2:4][CH2:3][CH2:2]4)[CH2:8][CH2:9]3)[CH2:24][CH2:23][N:22]([C:25](=[O:35])[CH2:26][C:27]3[C:32]([F:33])=[CH:31][CH:30]=[CH:29][C:28]=3[Cl:34])[CH2:21]2)[CH:41]=[CH:40][C:39]=1[Cl:42] |f:1.2|. Reported procedure: In 30 ml of acetonitrile (S)-3-(2-methanesulfonyloxyethyl)-3-(3,4-dichlorophenyl)-1-[(2-chloro-6-fluorophenyl)acetyl]pyrrolidine (3.17 g), prepared as described, supra, is mixed with an equimolar amount of 1-cyclohexylpiperazine. The reaction mixture is then heated to reflux and refluxed for about ten hours. The mixture is then concentrated under vacuum an the residue is taken up in methylene chloride and washed with a 3N solution of hydrochloric acid, followed by a wash with brine. The organic ...